Dataset: the Open Reaction Database (ORD), a public repository of structured organic reaction records. Task: describe an organic reaction: reactants, conditions, products, and yield Starting materials: CSC=1C=CC2=C(C(=NCC=3N2C(=NN3)CCl)C3=CC=CC=C3)C1 (8-methylthio-1-(chloromethyl)-6-phenyl-4H-s-triazolo[4,3-a][1,4]benzodiazepine), CN(O)C (N,N-dimethylhydroxylamine), [OH-].[Na+] (sodium hydroxide). The solvent is CN(C=O)C (dimethylformamide). The product is CSC=1C=CC2=C(C(=NCC=3N2C(=NN3)CN(C)C)C3=CC=CC=C3)C1 (8-methylthio-1-[(dimethylamino)methyl]-6-phenyl-4H-s-triazolo[4,3-a][1,4]benzodiazepine), oxide. Reaction SMILES: [CH3:1][S:2][C:3]1[CH:4]=[CH:5][C:6]2[N:12]3[C:13]([CH2:16]Cl)=[N:14][N:15]=[C:11]3[CH2:10][N:9]=[C:8]([C:18]3[CH:23]=[CH:22][CH:21]=[CH:20][CH:19]=3)[C:7]=2[CH:24]=1.[CH3:25][N:26]([CH3:28])O.[OH-].[Na+]>CN(C)C=O>[CH3:1][S:2][C:3]1[CH:4]=[CH:5][C:6]2[N:12]3[C:13]([CH2:16][N:26]([CH3:28])[CH3:25])=[N:14][N:15]=[C:11]3[CH2:10][N:9]=[C:8]([C:18]3[CH:23]=[CH:22][CH:21]=[CH:20][CH:19]=3)[C:7]=2[CH:24]=1 |f:2.3|. Reported procedure: In the manner given in Example 15, 8-methylthio-1-(chloromethyl)-6-phenyl-4H-s-triazolo[4,3-a][1,4]benzodiazepine is treated with a cold mixture of N,N-dimethylhydroxylamine and sodium hydroxide in dimethylformamide to give 8-methylthio-1-[(dimethylamino)methyl]-6-phenyl-4H-s-triazolo[4,3-a][1,4]benzodiazepine, N1 oxide. The reactants are CN(C)CN(C)C (N,N,N',N'-tetramethyldiaminomethane), C(C)(=O)Cl (acetyl chloride), BrC1=CC=C(OC=2C=C3C=CNC3=CC2)C=C1 (5-(4-bromophenoxy)indole). Run in C(Cl)Cl (CH2Cl2), C(Cl)Cl (CH2Cl2). The product is CN(C)CC=1NC2=CC=C(C=C2C1)OC1=CC=C(C=C1)Br (2-(N,N-dimethylaminomethyl)-5-(4-bromophenoxy)indole). RXN SMILES: CN([CH2:4][N:5]([CH3:7])[CH3:6])C.C(Cl)(=O)C.[Br:12][C:13]1[CH:28]=[CH:27][C:16]([O:17][C:18]2[CH:19]=[C:20]3[C:24](=[CH:25][CH:26]=2)[NH:23][CH:22]=[CH:21]3)=[CH:15][CH:14]=1>C(Cl)Cl>[CH3:7][N:5]([CH2:4][C:22]1[NH:23][C:24]2[C:20]([CH:21]=1)=[CH:19][C:18]([O:17][C:16]1[CH:27]=[CH:28][C:13]([Br:12])=[CH:14][CH:15]=1)=[CH:26][CH:25]=2)[CH3:6]. Reported procedure: Treatment of a cooled solution of N,N,N',N'-tetramethyldiaminomethane (0.186 g, 0.25 mL, 1.83 mmol) in CH2Cl2 (10 mL) with acetyl chloride (0.143 g, 0.13 mL, 1.83 mmol) followed by a solution of 5-(4-bromophenoxy)indole (0.394 g, 1.37 mmol) in CH2Cl2 (5 mL), gave after work-up 2-(N,N-dimethylaminomethyl)-5-(4-bromophenoxy)indole as a brown gum. This was treated with finely ground potassium cyanide (0.34 g, 5.21 mmol) and methyl iodide (0.77 g, 0.34 mL, 5.44 mmol) in DMF (30 mL) for 16 hr, and af... Reactants: COC=1C=C(C(=C(C(=O)OC)C1)OCC(=O)OC)C (Methyl 5-methoxy-2-(2-methoxy-2-oxoethoxy)-3-methylbenzoate), CO (methanol), [OH-].[Na+] (sodium hydroxide). Run in O (water). Reaction conditions: temperature 55 celsius, time 2 hour. Product: C(=O)(O)COC1=C(C(=O)O)C=C(C=C1C)OC (2-(carboxymethoxy)-5-methoxy-3-methylbenzoic acid). The yield is 88.7%. RXN SMILES: [CH3:1][O:2][C:3]1[CH:4]=[C:5]([CH3:19])[C:6]([O:13][CH2:14][C:15]([O:17]C)=[O:16])=[C:7]([CH:12]=1)[C:8]([O:10]C)=[O:9].CO.[OH-].[Na+]>O>[C:15]([CH2:14][O:13][C:6]1[C:5]([CH3:19])=[CH:4][C:3]([O:2][CH3:1])=[CH:12][C:7]=1[C:8]([OH:10])=[O:9])([OH:17])=[O:16] |f:2.3|. Procedure details: The synthesis was performed with reference to the known literature (Bioorganic & Medicinal Chemistry Letters, Vol. 17, p. 6354, 2007). Methyl 5-methoxy-2-(2-methoxy-2-oxoethoxy)-3-methylbenzoate (4.9 g, 18.3 mmol) was added with methanol (30 mL), and water (10 mL), and then added with sodium hydroxide (2.2 g, 55 mmol), and the mixture was stirred at 55° C. for 2 hours. The solvent was evaporated under reduced pressure, the residue was made acidic with 3 N hydrochloric acid, and then extracted wi... The reactants are C(C)(=O)C1=CC=C(C(=C1OCCCC(=O)OCC)CCC)OCCCOC1=C(C(=C(C=C1)C(C)=O)O)CCC (ethyl 4-[6-acetyl-3-[3-(4-acetyl-3-hydroxy-2-propylphenoxy)propoxy]-2-propylphenoxy]butanoate), [OH-].[Na+] (sodium hydroxide), Cl (hydrochloric acid), ice water. Solvent: C(C)O (ethanol), O (water). Yields the product C(C)(=O)C1=CC=C(C(=C1OCCCC(=O)O)CCC)OCCCOC1=C(C(=C(C=C1)C(C)=O)O)CCC (4-[6-Acetyl-3-[3-(4-acetyl-3-hydroxy-2-propylphenoxy)propoxy]-2-propylphenoxy]butanoic acid). Isolated yield 61.4%. RXN SMILES: [C:1]([C:4]1[C:9]([O:10][CH2:11][CH2:12][CH2:13][C:14]([O:16]CC)=[O:15])=[C:8]([CH2:19][CH2:20][CH3:21])[C:7]([O:22][CH2:23][CH2:24][CH2:25][O:26][C:27]2[CH:32]=[CH:31][C:30]([C:33](=[O:35])[CH3:34])=[C:29]([OH:36])[C:28]=2[CH2:37][CH2:38][CH3:39])=[CH:6][CH:5]=1)(=[O:3])[CH3:2].[OH-].[Na+].Cl>C(O)C.O>[C:1]([C:4]1[C:9]([O:10][CH2:11][CH2:12][CH2:13][C:14]([OH:16])=[O:15])=[C:8]([CH2:19][CH2:20][CH3:21])[C:7]([O:22][CH2:23][CH2:24][CH2:25][O:26][C:27]2[CH:32]=[CH:31][C:30]([C:33](=[O:35])[CH3:34])=[C:29]([OH:36])[C:28]=2[CH2:37][CH2:38][CH3:39])=[CH:6][CH:5]=1)(=[O:3])[CH3:2] |f:1.2|. Procedure: To a solution of ethyl 4-[6-acetyl-3-[3-(4-acetyl-3-hydroxy-2-propylphenoxy)propoxy]-2-propylphenoxy]butanoate (example 1, 1.7 g) in ethanol (5 ml) was added a solution of sodium hydroxide (0.38 g) in water (5 ml). The mixture was heated on water-bath for 10 minutes, poured into ice water, made acidic with concentrated hydrochloric acid solution and extracted with ethyl acetate. The organic layer was washed with water, dried over anhydrous sodium sulfate and evaporated. The resulting residue was...